From a dataset of the Open Reaction Database (ORD), a public repository of structured organic reaction records. describe an organic reaction: reactants, conditions, products, and yield The reactants are solution, C(=O)(Cl)Cl (phosgene), C(C)(C)(C)C1=NN(C(=C1)N)C1=CC=CC=C1 (3-Tert-butyl-1-phenyl-1H-pyrazol-5-amine), C(=O)(O)[O-].[Na+] (NaHCO3), NC1=C(C=C(OC2=C3C(=NC=C2)NC(N3C)=O)C=C1)F (7-(4-Amino-3-fluorophenoxy)-1-N-methyl-1H-imidazo[4,5-b]pyridin-2(3H)-one). The solvent is C1(=CC=CC=C1)C (toluene), C(Cl)Cl (CH2Cl2), C1CCOC1 (THF). Run at temperature 0 celsius, time 10 minute. Yields the product C(C)(C)(C)C1=NN(C(=C1)NC(=O)NC1=C(C=C(C=C1)OC1=C2C(=NC=C1)NC(N2C)=O)F)C2=CC=CC=C2 (1-(3-Tert-butyl-1-phenyl-1H-pyrazol-5-yl)-3-(2-fluoro-4-(1-N-methyl-2-oxo-2,3-dihydro-1H-imidazo[4,5-b]pyridin-7-yloxy)phenyl)urea). RXN SMILES: [C:1]([C:5]1[CH:9]=[C:8]([NH2:10])[N:7]([C:11]2[CH:16]=[CH:15][CH:14]=[CH:13][CH:12]=2)[N:6]=1)([CH3:4])([CH3:3])[CH3:2].[C:17]([O-])(O)=[O:18].[Na+].C(Cl)(Cl)=O.[NH2:26][C:27]1[CH:44]=[CH:43][C:30]([O:31][C:32]2[CH:37]=[CH:36][N:35]=[C:34]3[NH:38][C:39](=[O:42])[N:40]([CH3:41])[C:33]=23)=[CH:29][C:28]=1[F:45]>C(Cl)Cl.C1(C)C=CC=CC=1.C1COCC1>[C:1]([C:5]1[CH:9]=[C:8]([NH:10][C:17]([NH:26][C:27]2[CH:44]=[CH:43][C:30]([O:31][C:32]3[CH:37]=[CH:36][N:35]=[C:34]4[NH:38][C:39](=[O:42])[N:40]([CH3:41])[C:33]=34)=[CH:29][C:28]=2[F:45])=[O:18])[N:7]([C:11]2[CH:16]=[CH:15][CH:14]=[CH:13][CH:12]=2)[N:6]=1)([CH3:4])([CH3:2])[CH3:3] |f:1.2|. Procedure: 3-Tert-butyl-1-phenyl-1H-pyrazol-5-amine (550 mg, 1.8 mmol) was dissolved in CH2Cl2 (25 mL) and an equal volume of saturated NaHCO3 (aq) was added. The biphasic mixture was stirred and cooled to 0° C. with an ice/water bath. After 10 minutes, 2 equiv. of a 1.9 M solution of phosgene in toluene were added. The mixture was vigorously stirred for 10 minutes, the organic layer was isolated, washed with H2O, dried (MgSO4) and concentrated to about 5 mL. This solution was added to a solution of the 7-... The reactants are CC(=O)O, CCOC(=O)CCCCCCOc1cc2c(c(Cl)c1Cl)C(=O)C(C)(C1CCCC1)C2, Cl, O. Yields the product CC1(C2CCCC2)Cc2cc(OCCCCCCC(=O)O)c(Cl)c(Cl)c2C1=O. RXN SMILES: [CH3:31][C:32](=[O:33])[OH:34].[Cl:1][c:2]1[c:3]([O:19][CH2:20][CH2:21][CH2:22][CH2:23][CH2:24][CH2:25][C:26](=[O:27])[O:28][CH2:29][CH3:30])[cH:4][c:5]2[c:9]([c:10]1[Cl:11])[C:8](=[O:12])[C:7]([CH3:13])([CH:14]1[CH2:15][CH2:16][CH2:17][CH2:18]1)[CH2:6]2.[ClH:35].[OH2:36]>>[Cl:1][c:2]1[c:3]([O:19][CH2:20][CH2:21][CH2:22][CH2:23][CH2:24][CH2:25][C:26](=[O:27])[OH:28])[cH:4][c:5]2[c:9]([c:10]1[Cl:11])[C:8](=[O:12])[C:7]([CH3:13])([CH:14]1[CH2:15][CH2:16][CH2:17][CH2:18]1)[CH2:6]2. Reactants: BrC=1OC(=NN1)C=1C=C2C(=CN(C2=CC1)S(=O)(=O)C1=CC=C(C)C=C1)C1=NC(=CN=C1)C1CC1 (2-bromo-5-(3-(6-cyclopropylpyrazin-2-yl)-1-tosyl-1H-indol-5-yl)-1,3,4-oxadiazole), N1CCCC1 (pyrrolidine). Solvent: CN1CCCC1=O (NMP), C(Cl)Cl (DCM). Yields the product C1(CC1)C1=CN=CC(=N1)C1=CN(C2=CC=C(C=C12)C=1OC(=NN1)N1CCCC1)S(=O)(=O)C1=CC=C(C)C=C1 (2-(3-(6-cyclopropylpyrazin-2-yl)-1-tosyl-1H-indol-5-yl)-5-(pyrrolidin-1-yl)-1,3,4-oxadiazole). The yield is 66.2%. Reaction SMILES: Br[C:2]1[O:3][C:4]([C:7]2[CH:8]=[C:9]3[C:13](=[CH:14][CH:15]=2)[N:12]([S:16]([C:19]2[CH:25]=[CH:24][C:22]([CH3:23])=[CH:21][CH:20]=2)(=[O:18])=[O:17])[CH:11]=[C:10]3[C:26]2[CH:31]=[N:30][CH:29]=[C:28]([CH:32]3[CH2:34][CH2:33]3)[N:27]=2)=[N:5][N:6]=1.[NH:35]1[CH2:39][CH2:38][CH2:37][CH2:36]1>CN1C(=O)CCC1.C(Cl)Cl>[CH:32]1([C:28]2[N:27]=[C:26]([C:10]3[C:9]4[C:13](=[CH:14][CH:15]=[C:7]([C:4]5[O:3][C:2]([N:35]6[CH2:39][CH2:38][CH2:37][CH2:36]6)=[N:6][N:5]=5)[CH:8]=4)[N:12]([S:16]([C:19]4[CH:25]=[CH:24][C:22]([CH3:23])=[CH:21][CH:20]=4)(=[O:18])=[O:17])[CH:11]=3)[CH:31]=[N:30][CH:29]=2)[CH2:34][CH2:33]1. Procedure details: A brown-orange solution of 2-bromo-5-(3-(6-cyclopropylpyrazin-2-yl)-1-tosyl-1H-indol-5-yl)-1,3,4-oxadiazole (35.0 mg, 0.065 mmol) and pyrrolidine (16.2 μL, 0.195 mmol) in NMP (1.0 mL) was heated in a sealed microwave process vial under argon at 120° C. for 18 h. The mixture was then diluted with DCM (5 mL), concentrated onto silica gel, and chromatographically purified (silica gel, 0-10% MeOH/DCM) to provide 2-(3-(6-cyclopropylpyrazin-2-yl)-1-tosyl-1H-indol-5-yl)-5-(pyrrolidin-1-yl)-1,3,4-oxadia... Reactants: C(C)(C)N(C(C)C)CC (N,N-diisopropylethylamine), S(N)(=O)(=O)Cl (sulfamoyl chloride), CNCC=1N2C(SC1)=CN=C2 (3-(N-methylamino)methylimidazo[5,1-b]thiazole). Run in CN(C)C=O (DMF). Conditions: time 8 hour. Product: NS(=O)(=O)N(C)CC=1N2C(SC1)=CN=C2 (3-(N-aminosulfonyl-N-methylamino)methylimidazo[5,1-b]thiazole). Reaction SMILES: [CH3:1][NH:2][CH2:3][C:4]1[N:5]2[CH:11]=[N:10][CH:9]=[C:6]2[S:7][CH:8]=1.C(N(CC)C(C)C)(C)C.[S:21](Cl)(=[O:24])(=[O:23])[NH2:22]>CN(C=O)C>[NH2:22][S:21]([N:2]([CH2:3][C:4]1[N:5]2[CH:11]=[N:10][CH:9]=[C:6]2[S:7][CH:8]=1)[CH3:1])(=[O:24])=[O:23]. Procedure: A 47 mg potion of 3-(N-methylamino)methylimidazo[5,1-b]thiazole was dissolved in 1 ml of DMF, and 0.305 ml of N,N-diisopropylethylamine and 100 mg of sulfamoyl chloride were further added at -45° C., followed by stirring for 8 hours, while the solution was heated up to room temperature. Then, the reaction solution was concentrated under reduced pressure, and 10 ml of water and an aqueous sodium hydrogencarbonate solution were then added to adjust the solution to pH 9.0. Afterward, extraction was... The reactants are COC(=O)c1ccc(CC(C)C)c(C#N)c1, CO, [Li+], [OH-], O. The product is CC(C)Cc1ccc(C(=O)O)cc1C#N. As a reaction SMILES: [C:1](#[N:2])[c:3]1[cH:4][c:5]([C:6](=[O:7])[O:8][CH3:9])[cH:10][cH:11][c:12]1[CH2:13][CH:14]([CH3:15])[CH3:16].[CH3:19][OH:20].[Li+:18].[OH-:17].[OH2:21]>>[C:1](#[N:2])[c:3]1[cH:4][c:5]([C:6](=[O:7])[OH:8])[cH:10][cH:11][c:12]1[CH2:13][CH:14]([CH3:15])[CH3:16]. Starting materials: CC(=O)O, O=[N+]([O-])c1cc(CO)c(Cl)cc1F, O=[Pt]. Yields the product Nc1cc(CO)c(Cl)cc1F. Reaction SMILES: [CH3:16][C:17](=[O:18])[OH:19].[Cl:1][c:2]1[c:3]([CH2:4][OH:5])[cH:6][c:7]([N+:11]([O-:12])=[O:13])[c:8]([F:10])[cH:9]1.[Pt:14]=[O:15]>>[Cl:1][c:2]1[c:3]([CH2:4][OH:5])[cH:6][c:7]([NH2:11])[c:8]([F:10])[cH:9]1. Reactants: CCOC(C)=O, CC(=O)Nc1nc2c(Oc3cc(-c4ccc(C(F)(F)F)cc4)nc(Cl)n3)cccc2s1, CC(O)c1ccc(F)cc1, [K+], [K+], O=C([O-])[O-], CN(C)C=O, O. Yields the product CC(=O)Nc1nc2c(Oc3cc(-c4ccc(C(F)(F)F)cc4)nc(OC(C)c4ccc(F)cc4)n3)cccc2s1. Reaction SMILES: [CH3:48][CH2:49][O:50][C:51]([CH3:52])=[O:53].[Cl:1][c:2]1[n:3][c:4](-[c:22]2[cH:23][cH:24][c:25]([C:28]([F:29])([F:30])[F:31])[cH:26][cH:27]2)[cH:5][c:6]([O:8][c:9]2[cH:10][cH:11][cH:12][c:13]3[c:14]2[n:15][c:16]([NH:18][C:19]([CH3:20])=[O:21])[s:17]3)[n:7]1.[F:32][c:33]1[cH:34][cH:35][c:36]([CH:37]([CH3:38])[OH:39])[cH:40][cH:41]1.[K+:42].[K+:43].[O-:44][C:45]([O-:46])=[O:47].[O:54]=[CH:55][N:56]([CH3:57])[CH3:58].[OH2:59]>>[c:2]1([O:39][CH:37]([c:36]2[cH:35][cH:34][c:33]([F:32])[cH:41][cH:40]2)[CH3:38])[n:3][c:4](-[c:22]2[cH:23][cH:24][c:25]([C:28]([F:29])([F:30])[F:31])[cH:26][cH:27]2)[cH:5][c:6]([O:8][c:9]2[cH:10][cH:11][cH:12][c:13]3[c:14]2[n:15][c:16]([NH:18][C:19]([CH3:20])=[O:21])[s:17]3)[n:7]1. Reactants: 2-adamantanediol, [Cl-].[Na+].O (brine), CC1=CC=C(C=C1)S(=O)(=O)Cl (p-tosyl chloride), N1=CC=CC=C1 (pyridine). Run in O (water). Reaction conditions: temperature 69.5 celsius, time 2.5 hour. Yields the product C=C1C[C@H]2CC(C[C@@H](C1)C2)=O ((1R,5S)-7-methylenebicyclo[3.3.1]nonan-3-one). Isolated yield 67.0%. RXN SMILES: [CH3:1][C:2]1[CH:7]=[CH:6][C:5](S(Cl)(=O)=O)=[CH:4][CH:3]=1.N1C=C[CH:15]=[CH:14][CH:13]=1.[Cl-].[Na+].[OH2:20]>O>[CH2:1]=[C:2]1[CH2:7][C@H:6]2[CH2:5][C@H:4]([CH2:13][C:14](=[O:20])[CH2:15]2)[CH2:3]1 |f:2.3.4|. Reported procedure: Commercially available 2-adamantanediol (yl), (500 g, 2.97 mol, Sigma-Aldrich), p-tosyl chloride (624 g, 3.27 mol, Sigma-Aldrich), and pyridine (1.5 L) were combined and stirred under an argon atmosphere. The reaction mixture was heated to a temperature in the range of 68-71° C. and remained at that temperature for 2.5 h. The reaction mixture was cooled to a temperature of about 25° C. and poured into saturated brine (6 L). The resulting mixture was extracted three times with MTBE (4 L for each ...